Dataset: the Open Reaction Database (ORD), a public repository of structured organic reaction records. Task: describe an organic reaction: reactants, conditions, products, and yield Procedure details: 2.84 g (35.0 mmol) of sodium thiocyanate are added at room temperature to a solution of 3.0 g (17.5 mmol) of bis(dimethylamino)dichloromethane in 50 ml of acetonitrile. The reaction mixture is stirred for 24 hours, and the precipitate NaCl is subsequently filtered off. The solvent is subsequently distilled off, and the residue is extracted a number of times with 50 ml of dichloromethane. After distillation of the dichloromethane, the residue is dried at 60° C. and 7 Pa, giving 2.99 g of the liqu... The reactants are [S-]C#N.[Na+] (sodium thiocyanate), CN(C)C(Cl)(Cl)N(C)C (bis(dimethylamino)dichloromethane). Yield: 88.2%. RXN SMILES: [S-:1][C:2]#[N:3].[Na+].[CH3:5][N:6]([C:8]([N:11]([CH3:13])[CH3:12])(Cl)[Cl:9])[CH3:7]>C(#N)C>[S-:1][C:2]#[N:3].[CH3:5][N:6]([C+:8]([N:11]([CH3:13])[CH3:12])[Cl:9])[CH3:7] |f:0.1,4.5|. The solvent is C(C)#N (acetonitrile). Run at time 24 hour. Yields the product [S-]C#N.CN(C)[C+](Cl)N(C)C (Bis(dimethylamino)chlorocarbenium thiocyanate). Reactants: ice water, ClC1=C(C=NC2=CC(=C(C=C12)OCC)OCC)C#N (4-chloro-6,7-diethoxy-quinoline-3-carbonitrile), C1OC=2C=C(N)C=CC2O1 (3,4-(methylenedioxy) aniline), C([O-])([O-])=O.[Na+].[Na+] (sodium carbonate). Run in C(C)O (ethanol). Reaction conditions: temperature 100 celsius. Yields the product O1COC2=C1C=CC(=C2)NC2=C(C=NC1=CC(=C(C=C21)OCC)OCC)C#N (4-(Benzo[1,3]dioxol-5-ylamino)-6,7-diethoxy-quinoline-3-carbonitrile). Yield: 96.4%. Reaction SMILES: Cl[C:2]1[C:11]2[C:6](=[CH:7][C:8]([O:15][CH2:16][CH3:17])=[C:9]([O:12][CH2:13][CH3:14])[CH:10]=2)[N:5]=[CH:4][C:3]=1[C:18]#[N:19].[CH2:20]1[O:29][C:28]2[CH:27]=[CH:26][C:24]([NH2:25])=[CH:23][C:22]=2[O:21]1.C(=O)([O-])[O-].[Na+].[Na+]>C(O)C>[O:29]1[C:28]2[CH:27]=[CH:26][C:24]([NH:25][C:2]3[C:11]4[C:6](=[CH:7][C:8]([O:15][CH2:16][CH3:17])=[C:9]([O:12][CH2:13][CH3:14])[CH:10]=4)[N:5]=[CH:4][C:3]=3[C:18]#[N:19])=[CH:23][C:22]=2[O:21][CH2:20]1 |f:2.3.4|. Procedure: A solution of 400 mg (1.44 mM) of 4-chloro-6,7-diethoxy-quinoline-3-carbonitrile and 258 mg (1.88 mM) of 3,4-(methylenedioxy) aniline in 10 ml of ethanol was refluxed for 3 hours. To the warm solution was added 1 ml of 1M sodium carbonate and the sample was heated for 5 minutes at 100° C., then poured into 300 ml of ice water. The solid was collected, washed with water followed by ether and dried under vacuum at 80° C. to yield 526 mg of 4-(Benzo[1,3]dioxol-5-ylamino)-6,7-diethoxy-quinoline-3-ca...